From a dataset of the Open Reaction Database (ORD), a public repository of structured organic reaction records. describe an organic reaction: reactants, conditions, products, and yield The reactants are CCCCCCC(C)Oc1ccc(C(=O)O)cc1, O=S(Cl)Cl. Yields the product CCCCCCC(C)Oc1ccc(C(=O)O)cc1, [Cl-]. RXN SMILES: [CH3:5][CH:6]([CH2:7][CH2:8][CH2:9][CH2:10][CH2:11][CH3:12])[O:13][c:14]1[cH:15][cH:16][c:17]([C:18](=[O:19])[OH:20])[cH:21][cH:22]1.[S:1]([Cl:2])([Cl:3])=[O:4]>>[CH3:5][CH:6]([CH2:7][CH2:8][CH2:9][CH2:10][CH2:11][CH3:12])[O:13][c:14]1[cH:15][cH:16][c:17]([C:18](=[O:19])[OH:20])[cH:21][cH:22]1.[Cl-:3]. The reactants are CC(C)(C)c1cc(NC(=O)Oc2ccccc2)n(-c2ccccc2)n1, C1CCC2=NCCCN2CC1, CC#N, Nc1cc(O)ccc1F. Product: CC(C)(C)c1cc(NC(=O)Nc2cc(O)ccc2F)n(-c2ccccc2)n1. As a reaction SMILES: [C:1]([CH3:2])([CH3:3])([CH3:4])[c:5]1[n:6][n:7](-[c:20]2[cH:21][cH:22][cH:23][cH:24][cH:25]2)[c:8]([NH:10][C:11]([O:12][c:13]2[cH:14][cH:15][cH:16][cH:17][cH:18]2)=[O:19])[cH:9]1.[CH2:35]1[CH2:36][CH2:37][C:38]2=[N:43][CH2:42][CH2:41][CH2:40][N:39]2[CH2:44][CH2:45]1.[CH3:46][C:47]#[N:48].[NH2:26][c:27]1[cH:28][c:29]([OH:34])[cH:30][cH:31][c:32]1[F:33]>>[C:1]([CH3:2])([CH3:3])([CH3:4])[c:5]1[n:6][n:7](-[c:20]2[cH:21][cH:22][cH:23][cH:24][cH:25]2)[c:8]([NH:10][C:11](=[O:19])[NH:26][c:27]2[cH:28][c:29]([OH:34])[cH:30][cH:31][c:32]2[F:33])[cH:9]1.